This data is from the Open Reaction Database (ORD), a public repository of structured organic reaction records. The task is: describe an organic reaction: reactants, conditions, products, and yield The reactants are CO, ClCc1cccnc1, Cl, Nc1ccc(S)c(Cl)c1, [Na+], [OH-]. Product: Nc1ccc(SCc2cccnc2)c(Cl)c1. RXN SMILES: [CH3:21][OH:22].[Cl:13][CH2:14][c:15]1[cH:16][n:17][cH:18][cH:19][cH:20]1.[ClH:12].[NH2:1][c:2]1[cH:3][c:4]([Cl:9])[c:5]([SH:8])[cH:6][cH:7]1.[Na+:11].[OH-:10]>>[NH2:1][c:2]1[cH:3][c:4]([Cl:9])[c:5]([S:8][CH2:14][c:15]2[cH:16][n:17][cH:18][cH:19][cH:20]2)[cH:6][cH:7]1. The reactants are NCCSCC1=CC=C(O1)CN(C)O (5-[[(2-aminoethyl)thio]methyl]-N-hydroxy-N-methyl-2-furanmethanamine), CSC(C[N+](=O)[O-])SC (1,1-bis-(methylthio)-2-nitroethane). The product is ON(C)CC1=CC=C(O1)CSCCNC(=C[N+](=O)[O-])NCCSCC=1OC(=CC1)CN(C)O (N,N'-bis-[2-[[5-[[Hydroxy(methyl)amino]methyl]-2-furanylmethyl]thio]ethyl]-2-nitro-1,1-ethenediamine). The yield is 45.6%. As a reaction SMILES: [NH2:1][CH2:2][CH2:3][S:4][CH2:5][C:6]1[O:10][C:9]([CH2:11][N:12]([OH:14])[CH3:13])=[CH:8][CH:7]=1.CS[CH:17](SC)[CH2:18][N+:19]([O-:21])=[O:20]>>[OH:14][N:12]([CH2:11][C:9]1[O:10][C:6]([CH2:5][S:4][CH2:3][CH2:2][NH:1][C:17]([NH:1][CH2:2][CH2:3][S:4][CH2:5][C:6]2[O:10][C:9]([CH2:11][N:12]([OH:14])[CH3:13])=[CH:8][CH:7]=2)=[CH:18][N+:19]([O-:21])=[O:20])=[CH:7][CH:8]=1)[CH3:13]. Procedure details: A mixture of 5-[[(2-aminoethyl)thio]methyl]-N-hydroxy-N-methyl-2-furanmethanamine base (1.48 g) and 1,1-bis-(methylthio)-2-nitroethane (0.57 g) was heated at 98°-100° for 3 hr. The oily residue was chromatographed (silica/acetone) and the appropriate eluate evaporated to give the title compound (0.78 g) as an amber oil. The reactants are O(C1=CC=C(N)C=C1)C1=CC=C(N)C=C1 (4,4′-oxydianiline), OC1CCN(CC1)C1=CC=C(C(=O)O)C=C1 (4-(4-hydroxypiperidin-1-yl)benzoic acid). Yields the product NC1=CC=C(OC2=CC=C(C=C2)NC(C2=CC=C(C=C2)N2CCC(CC2)O)=O)C=C1 (N-(4-(4-Aminophenoxy)phenyl)-4-(4-hydroxypiperidin-1-yl)benzamide). As a reaction SMILES: [O:1]([C:9]1[CH:15]=[CH:14][C:12]([NH2:13])=[CH:11][CH:10]=1)[C:2]1[CH:8]=[CH:7][C:5]([NH2:6])=[CH:4][CH:3]=1.[OH:16][CH:17]1[CH2:22][CH2:21][N:20]([C:23]2[CH:31]=[CH:30][C:26]([C:27](O)=[O:28])=[CH:25][CH:24]=2)[CH2:19][CH2:18]1>>[NH2:6][C:5]1[CH:4]=[CH:3][C:2]([O:1][C:9]2[CH:15]=[CH:14][C:12]([NH:13][C:27](=[O:28])[C:26]3[CH:25]=[CH:24][C:23]([N:20]4[CH2:21][CH2:22][CH:17]([OH:16])[CH2:18][CH2:19]4)=[CH:31][CH:30]=3)=[CH:11][CH:10]=2)=[CH:8][CH:7]=1. Procedure: Compound 919 was prepared according to the procedure described in Scheme IV from 4,4′-oxydianiline and 4-(4-hydroxypiperidin-1-yl)benzoic acid. [M+H]+ calcd for C24H25N3O3: 404.19; found 404.05. The reactants are COC(=O)CBr, Cc1c(C(=O)OC(C)(C)C)oc2cccc(O)c12, CN(C)C=O, O. The product is COC(=O)COc1cccc2oc(C(=O)OC(C)(C)C)c(C)c12. As a reaction SMILES: [Br:19][CH2:20][C:21](=[O:22])[O:23][CH3:24].[C:1]([CH3:2])([CH3:3])([CH3:4])[O:5][C:6](=[O:7])[c:8]1[o:9][c:10]2[c:11]([c:12]1[CH3:13])[c:14]([OH:18])[cH:15][cH:16][cH:17]2.[O:25]=[CH:26][N:27]([CH3:28])[CH3:29].[OH2:30]>>[C:1]([CH3:2])([CH3:3])([CH3:4])[O:5][C:6](=[O:7])[c:8]1[o:9][c:10]2[c:11]([c:12]1[CH3:13])[c:14]([O:18][CH2:20][C:21](=[O:22])[O:23][CH3:24])[cH:15][cH:16][cH:17]2. Reactants: FC(C=1C=C(OC2=C(N)C=CC=C2)C=CC1)(F)F (2-[3-(trifluoromethyl)phenoxy]aniline), NC=1SC=CN1 (2-aminothiazole), FC(C=1C=C(OC2=C(N)C=CC=C2)C=CC1)(F)F (2-[3-(trifluoromethyl)phenoxy]aniline), OC=1C=C(C=CC1)C(F)(F)F (3-hydroxybenzotrifluoride), FC1=C(C=CC=C1)[N+](=O)[O-] (1-fluoro-2-nitrobenzene). Yields the product FC(C=1C=C(OC2=C(C=CC=C2)[N+](=O)[O-])C=CC1)(F)F (2-[3-(Trifluoromethyl)phenoxy]-1-nitrobenzene), FC(C=1C=C(OC2=C(C=CC=C2)NC(=O)NC=2SC=CN2)C=CC1)(F)F (N-[2-(3-Trifluoromethylphenoxy)phenyl]-N′-(thiazol-2-yl)urea). Isolated yield 62.0%. RXN SMILES: [OH:1][C:2]1[CH:3]=[C:4]([C:8]([F:11])([F:10])[F:9])[CH:5]=[CH:6][CH:7]=1.F[C:13]1[CH:18]=[CH:17][CH:16]=[CH:15][C:14]=1[N+:19]([O-:21])=[O:20].[F:22][C:23]([F:39])([F:38])[C:24]1[CH:25]=[C:26]([CH:35]=[CH:36][CH:37]=1)[O:27][C:28]1[CH:34]=[CH:33][CH:32]=[CH:31][C:29]=1[NH2:30].[NH2:40][C:41]1[S:42][CH:43]=[CH:44][N:45]=1>>[F:11][C:8]([F:9])([F:10])[C:4]1[CH:3]=[C:2]([CH:7]=[CH:6][CH:5]=1)[O:1][C:13]1[CH:18]=[CH:17][CH:16]=[CH:15][C:14]=1[N+:19]([O-:21])=[O:20].[F:22][C:23]([F:38])([F:39])[C:24]1[CH:25]=[C:26]([CH:35]=[CH:36][CH:37]=1)[O:27][C:28]1[CH:34]=[CH:33][CH:32]=[CH:31][C:29]=1[NH:30][C:2]([NH:40][C:41]1[S:42][CH:43]=[CH:44][N:45]=1)=[O:1]. Procedure: 2-[3-(Trifluoromethyl)phenoxy]-1-nitrobenzene (0.92 g, 65%) was prepared from 3-hydroxybenzotrifluoride (0.89 g, 5.5 mmol) and 1-fluoro-2-nitrobenzene (0.71 g, 5.0 mmol) following the general procedure A. This was reduced to 2-[3-(trifluoromethyl)phenoxy]aniline (0.56 g, 68%) following general procedure B. N-[2-(3-Trifluoromethylphenoxy)phenyl]-N′-(thiazol-2-yl)urea (120 mg, 62%) was prepared from 2-[3-(trifluoromethyl)phenoxy]aniline (127 mg, 0.5 mmol) and 2-aminothiazole (60 mg, 0.6 mmol) foll... Starting materials: S(=O)(=O)(O)O.COC(CN1C=NC(=C1)CCN)=O ([4-(2-Amino-ethyl)-imidazol-1-yl]-acetic acid methyl ester sulphate), C1(CCCCC1)O (cyclohexanol). The reagents and catalysts are S(O)(O)(=O)=O (sulphuric acid). Conditions: temperature 110 celsius. Product: S(=O)(=O)(O)O.C1(CCCCC1)OC(CN1C=NC(=C1)CCN)=O ([4-(2-Amino-ethyl)-imidazol-1-yl]-acetic acid cyclohexyl ester sulphate). Reaction SMILES: [S:1]([OH:5])([OH:4])(=[O:3])=[O:2].[CH3:6][O:7][C:8](=[O:18])[CH2:9][N:10]1[CH:14]=[C:13]([CH2:15][CH2:16][NH2:17])[N:12]=[CH:11]1.[CH:19]1(O)[CH2:24][CH2:23]C[CH2:21][CH2:20]1>S(=O)(=O)(O)O>[S:1]([OH:5])([OH:4])(=[O:3])=[O:2].[CH:6]1([O:7][C:8](=[O:18])[CH2:9][N:10]2[CH:14]=[C:13]([CH2:15][CH2:16][NH2:17])[N:12]=[CH:11]2)[CH2:23][CH2:24][CH2:19][CH2:20][CH2:21]1 |f:0.1,4.5|. Procedure: [4-(2-Amino-ethyl)-imidazol-1-yl]-acetic acid methyl ester sulphate (1 g, 3.6 mmol) is suspended in cyclohexanol (50 ml) and treated with concentrated sulphuric acid (5 drops). The reaction mixture is heated to 110° C. for 4 hours and concentrated in vacuo. The residue is dissolved in saturated sodium bicarbonate solution and the mixture is concentrated in vacuo. The resulting solid is triturated with methanol, filtered and the filtrate is reduced in vacuo. The crude solid is dissolved in water,...